describe an organic reaction: reactants, conditions, products, and yield From a dataset of the Open Reaction Database (ORD), a public repository of structured organic reaction records. Starting materials: CO, CNc1ccc(C(=O)C(C)C)cc1[N+](=O)[O-], O. Yields the product CNc1ccc(C(O)C(C)C)cc1[N+](=O)[O-]. RXN SMILES: [CH3:17][OH:18].[CH3:1][CH:2]([C:3](=[O:4])[c:5]1[cH:6][c:7]([N+:13](=[O:14])[O-:15])[c:8]([NH:11][CH3:12])[cH:9][cH:10]1)[CH3:16].[OH2:19]>>[CH3:1][CH:2]([CH:3]([OH:4])[c:5]1[cH:6][c:7]([N+:13](=[O:14])[O-:15])[c:8]([NH:11][CH3:12])[cH:9][cH:10]1)[CH3:16]. The reactants are FCC(=O)C1=CC=CC=C1 (fluoro-acetophenone), NN (hydrazine). Run in C(CO)O (ethylene glycol). The product is N1N=CC2=CC=CC=C12 (indazole). As a reaction SMILES: FC[C:3]([C:5]1[CH:10]=[CH:9][CH:8]=[CH:7][CH:6]=1)=O.[NH2:11][NH2:12]>C(O)CO>[NH:11]1[C:10]2[C:5](=[CH:6][CH:7]=[CH:8][CH:9]=2)[CH:3]=[N:12]1. Procedure: 100 g of fluoro-acetophenone in 400 mL of ethylene glycol was stirred at room temperature with hydrazine (0.624 mol, 20 g) for 4 h after which the reaction mixture was heated to 150 C for 48 h. TLC analysis indicated complete reaction. Partitioned the reaction mixture into dichloromethane and brine. Dried organic phase over sodium sulphate and evaporated to a solid. Re-crystallized from hexane/dicholomethane gave indazole.